From a dataset of the Open Reaction Database (ORD), a public repository of structured organic reaction records. describe an organic reaction: reactants, conditions, products, and yield Reactants: C(C)(=O)O.OC[C@]12CCC(C=C1[C@H](C[C@H]1[C@@H]3CCC([C@@]3(C)CC[C@H]21)=O)C)=O (19-hydroxy-6α-methyl-4-androstene-3,17-dione acetate), C(C)(=O)O.OC[C@]12CCC(C=C1CC[C@H]1[C@@H]3CCC([C@@]3(C)CC[C@H]21)=O)=O (19-hydroxyandrost-4-ene-3,17-dione acetate). The product is C(C)(=O)OC[C@]12[C@@H](C[C@@H](C=C1CC[C@H]1[C@@H]3CC[C@@H]([C@@]3(C)CC[C@H]21)O)O)C (1β-methyl-4-androstene-3β,17β,19-triol 19-acetate), C(C)(=O)OC[C@]12CC[C@@H](C=C1[C@H](C[C@H]1[C@@H]3CC[C@@H]([C@@]3(C)CC[C@H]21)O)C)O (6α-methyl-4-androstene-3β,17β,19-triol 19-acetate). RXN SMILES: [C:1]([OH:4])(=[O:3])[CH3:2].[OH:5][CH2:6][C@@:7]12[C@@H:24]3[C@H:15]([C@H:16]4[C@@:20]([CH2:22][CH2:23]3)([CH3:21])[C:19](=[O:25])[CH2:18][CH2:17]4)[CH2:14][C@H:13]([CH3:26])[C:12]1=[CH:11][C:10](=[O:27])[CH2:9][CH2:8]2.[C:28](O)(=[O:30])[CH3:29].[OH:32][CH2:33][C@@:34]12[C@@H]3[C@H]([C@H]4[C@@](CC3)(C)C(=O)CC4)CC[C:39]1=[CH:38][C:37](=O)[CH2:36][CH2:35]2>>[C:1]([O:4][CH2:26][C@@:13]12[C@@H:14]3[C@H:37]([C@H:36]4[C@@:23]([CH2:24][CH2:15]3)([CH3:22])[C@@H:33]([OH:32])[CH2:34][CH2:35]4)[CH2:38][CH2:39][C:12]1=[CH:11][C@@H:10]([OH:27])[CH2:9][C@H:8]2[CH3:7])(=[O:3])[CH3:2].[C:28]([O:5][CH2:6][C@@:7]12[C@@H:24]3[C@H:15]([C@H:16]4[C@@:20]([CH2:22][CH2:23]3)([CH3:21])[C@@H:19]([OH:25])[CH2:18][CH2:17]4)[CH2:14][C@H:13]([CH3:26])[C:12]1=[CH:11][C@@H:10]([OH:27])[CH2:9][CH2:8]2)(=[O:30])[CH3:29] |f:0.1,2.3|. Reported procedure: Substituting 19-hydroxy-1β-methyl-4-androstene-3,17-dione acetate and 19-hydroxy-6α-methyl-4-androstene-3,17-dione acetate for 19-hydroxyandrost-4-ene-3,17-dione acetate in the above procedure results in the formation of 1β-methyl-4-androstene-3β,17β,19-triol 19-acetate and 6α-methyl-4-androstene-3β,17β,19-triol 19-acetate.